This data is from the Open Reaction Database (ORD), a public repository of structured organic reaction records. The task is: describe an organic reaction: reactants, conditions, products, and yield Reactants: C(C)OC(C1=CN=C(C=C1)Cl)=O (6-chloro-nicotinic acid ethyl ester), C(C)OC=1C=C(CN2CCC(CC2)N)C=CC1OC (1-(3-ethoxy-4-methoxy-benzyl)-piperidin-4-ylamine), C(C)OC=1C=C(CN2CCC(CC2)N)C=CC1OC (1-(3-ethoxy-4-methoxy-benzyl)-piperidin-4-ylamine), [H-].[Na+] (sodium hydride). Solvent: CN(C)C=O (DMF). Run at time 2 hour. The product is C(C)OC(C1=CN=C(C=C1)NC1CCN(CC1)CC1=CC(=C(C=C1)OC)OCC)=O (6-[1-(3-Ethoxy-4-methoxy-benzyl)-piperidin-4-ylamino]-nicotinic acid ethyl ester). Yield: 18.0%. RXN SMILES: [CH2:1]([O:3][C:4]1[CH:5]=[C:6]([CH:15]=[CH:16][C:17]=1[O:18][CH3:19])[CH2:7][N:8]1[CH2:13][CH2:12][CH:11]([NH2:14])[CH2:10][CH2:9]1)[CH3:2].[H-].[Na+].[CH2:22]([O:24][C:25](=[O:33])[C:26]1[CH:31]=[CH:30][C:29](Cl)=[N:28][CH:27]=1)[CH3:23]>CN(C=O)C>[CH2:22]([O:24][C:25](=[O:33])[C:26]1[CH:31]=[CH:30][C:29]([NH:14][CH:11]2[CH2:10][CH2:9][N:8]([CH2:7][C:6]3[CH:15]=[CH:16][C:17]([O:18][CH3:19])=[C:4]([O:3][CH2:1][CH3:2])[CH:5]=3)[CH2:13][CH2:12]2)=[N:28][CH:27]=1)[CH3:23] |f:1.2|. Procedure details: To a solution of 1-(3-ethoxy-4-methoxy-benzyl)-piperidin-4-ylamine (39.7 mg, 0.15 mmol, 1.0 equiv; intermediate A1) in dry DMF (1.5 mL) under Ar was added sodium hydride (6.6 mg, 0.15 mmol, 1.0 equiv; 55% free-flowing powder moistened with oil) and the reaction mixture stirred at rt. After 2 h, 6-chloro-nicotinic acid ethyl ester (46.4 mg, 0.25 mmol, 1.67 equiv; commercially available) was added and the mixture heated by microwave irradiation to 220° C. for 15 min. Removal of the solvent under r... Starting materials: FC1=CC=C(C=C1)NC(=O)C1(CC1)C(=O)O (1-((4-fluorophenyl)carbamoyl)cyclopropanecarboxylic acid), COC1=CC=C(CN2N=C(C=3C2=NC=CC3OC3=CC(=C(C=C3C)N)Cl)C)C=C1 (4-(1-(4-methoxybenzyl)-3-methyl-1H-pyrazolo[3,4-b]pyridin-4-yloxy)-2-chloro-5-methylbenzenamine), C1(CC1)(C(=O)O)C(=O)O (cyclopropane-1,1-dicarboxylic acid), FC1=CC=C(N)C=C1 (4-fluoroaniline). The yield is 17.0%. As a reaction SMILES: [F:1][C:2]1[CH:7]=[CH:6][C:5]([NH:8][C:9]([C:11]2([C:14]([OH:16])=O)[CH2:13][CH2:12]2)=[O:10])=[CH:4][CH:3]=1.C1(C(O)=O)(C(O)=O)CC1.FC1C=CC([NH2:31])=CC=1.[CH3:34][O:35][C:36]1[CH:62]=[CH:61][C:39]([CH2:40][N:41]2[C:45]3=[N:46][CH:47]=[CH:48][C:49]([O:50][C:51]4[C:56]([CH3:57])=[CH:55][C:54](N)=[C:53]([Cl:59])[CH:52]=4)=[C:44]3[C:43]([CH3:60])=[N:42]2)=[CH:38][CH:37]=1>>[Cl:59][C:53]1[CH:52]=[C:51]([O:50][C:49]2[CH:48]=[CH:47][N:46]=[C:45]3[N:41]([CH2:40][C:39]4[CH:61]=[CH:62][C:36]([O:35][CH3:34])=[CH:37][CH:38]=4)[N:42]=[C:43]([CH3:60])[C:44]=23)[C:56]([CH3:57])=[CH:55][C:54]=1[N:8]([C:5]1[CH:4]=[CH:3][C:2]([F:1])=[CH:7][CH:6]=1)[C:9]([C:11]1([C:14]([NH2:31])=[O:16])[CH2:12][CH2:13]1)=[O:10]. Product: ClC1=C(C=C(C(=C1)OC1=C2C(=NC=C1)N(N=C2C)CC2=CC=C(C=C2)OC)C)N(C(=O)C2(CC2)C(=O)N)C2=CC=C(C=C2)F (N-(2-chloro-4-(1-(4-methoxybenzyl)-3-methyl-1H-pyrazolo[3,4-b]pyridin-4-yloxy)-5-methylphenyl)-N-(4-fluorophenyl)cyclopropane-1,1-dicarboxamide). Reported procedure: Prepared from 1-((4-fluorophenyl)carbamoyl)cyclopropanecarboxylic acid (0.1796 g, 0.4989 mmol (prepared from cyclopropane-1,1-dicarboxylic acid and 4-fluoroaniline using the methods of WO 2005/030140 and by Shih and Rankin, Synth. Comm. 1996, 26(4), 833-836) and 4-(1-(4-methoxybenzyl)-3-methyl-1H-pyrazolo[3,4-b]pyridin-4-yloxy)-2-chloro-5-methylbenzenamine (0.170 g, 0.1996 mmol) according to the procedure of Example 13, Step C. Purified by preparative TLC (0.5 mm) eluting with EtOAc. The product... Reactants: N=1C=CC=2C=CC=CC2C1C=3C=CC=C4C=CC=CC43. The reagents and catalysts are N=1C=CC(=CC1C=2N=CC=C(C2)C(C)(C)C)C(C)(C)C, O1B(OC(C)(C)C1(C)C)B2OC(C)(C)C(O2)(C)C, O1BOC(C)(C)C1(C)C, C1CC=CCCC=C1.C1CC=CCCC=C1.[Cl-].[Cl-].[Ir].[Ir]. Solvent: O1CCCC1. Run at temperature 50 celsius, time 14 hour. Product: N=1C=CC=2C=CC=CC2C1C=3C(=CC=C4C=CC=CC43)B5OC(C)(C)C(O5)(C)C. Yield: 0.0%. Procedure: Following the general procedure, column chromatography (EtOAc/nhexane 1:3) afforded 9a (160 mg, 84 %) as a light yellow solid. Evaporation from EtOAc/n-hexane afforded X-Ray quality crystals. The reactants are O=C(Cl)c1cccnc1, C1CCOC1, Cc1cccnc1CN(Cc1ncccc1C)C1CCNCC1, CCN(C(C)C)C(C)C, Cl, [Na+], [OH-]. The product is Cc1cccnc1CN(Cc1ncccc1C)C1CCN(C(=O)c2cccnc2)CC1. RXN SMILES: [C:25]([c:26]1[cH:27][n:28][cH:29][cH:30][cH:31]1)(=[O:32])[Cl:33].[CH2:45]1[O:46][CH2:47][CH2:48][CH2:49]1.[CH3:1][c:2]1[c:3]([CH2:8][N:9]([CH:10]2[CH2:11][CH2:12][NH:13][CH2:14][CH2:15]2)[CH2:16][c:17]2[n:18][cH:19][cH:20][cH:21][c:22]2[CH3:23])[n:4][cH:5][cH:6][cH:7]1.[CH:34]([N:35]([CH2:36][CH3:37])[CH:38]([CH3:39])[CH3:40])([CH3:41])[CH3:42].[ClH:24].[Na+:44].[OH-:43]>>[CH3:1][c:2]1[c:3]([CH2:8][N:9]([CH:10]2[CH2:11][CH2:12][N:13]([C:25]([c:26]3[cH:27][n:28][cH:29][cH:30][cH:31]3)=[O:32])[CH2:14][CH2:15]2)[CH2:16][c:17]2[n:18][cH:19][cH:20][cH:21][c:22]2[CH3:23])[n:4][cH:5][cH:6][cH:7]1.